Dataset: the Open Reaction Database (ORD), a public repository of structured organic reaction records. Task: describe an organic reaction: reactants, conditions, products, and yield Starting materials: OCC(CO)(CO)CO (pentaerythritol), C(CCCCCCCCCCCCCCCCC)(=O)O (stearic acid), C(CCCCCCCCCCCCCCCCCCCCC)(=O)O (behenic acid), C(CCCCC(=O)O)(=O)O (adipic acid). The reagents and catalysts are [Sn] (tin). The product is C(CCCCCCCCCCCCCCCCCCCCC)(=O)O.C(CCCCCCCCCCCCCCCCC)(=O)O.C(CCCCC(=O)O)(=O)O.OCC(CO)(CO)CO (pentaerythritol adipate stearate behenate), material D. Reaction SMILES: [OH:1][CH2:2][C:3]([CH2:8][OH:9])([CH2:6][OH:7])[CH2:4][OH:5].[C:10]([OH:29])(=[O:28])[CH2:11][CH2:12][CH2:13][CH2:14][CH2:15][CH2:16][CH2:17][CH2:18][CH2:19][CH2:20][CH2:21][CH2:22][CH2:23][CH2:24][CH2:25][CH2:26][CH3:27].[C:30]([OH:53])(=[O:52])[CH2:31][CH2:32][CH2:33][CH2:34][CH2:35][CH2:36][CH2:37][CH2:38][CH2:39][CH2:40][CH2:41][CH2:42][CH2:43][CH2:44][CH2:45][CH2:46][CH2:47][CH2:48][CH2:49][CH2:50][CH3:51].[C:54]([OH:63])(=[O:62])[CH2:55][CH2:56][CH2:57][CH2:58][C:59]([OH:61])=[O:60]>[Sn]>[C:30]([OH:53])(=[O:52])[CH2:31][CH2:32][CH2:33][CH2:34][CH2:35][CH2:36][CH2:37][CH2:38][CH2:39][CH2:40][CH2:41][CH2:42][CH2:43][CH2:44][CH2:45][CH2:46][CH2:47][CH2:48][CH2:49][CH2:50][CH3:51].[C:10]([OH:29])(=[O:28])[CH2:11][CH2:12][CH2:13][CH2:14][CH2:15][CH2:16][CH2:17][CH2:18][CH2:19][CH2:20][CH2:21][CH2:22][CH2:23][CH2:24][CH2:25][CH2:26][CH3:27].[C:54]([OH:63])(=[O:62])[CH2:55][CH2:56][CH2:57][CH2:58][C:59]([OH:61])=[O:60].[OH:1][CH2:2][C:3]([CH2:8][OH:9])([CH2:6][OH:7])[CH2:4][OH:5] |f:5.6.7.8,^3:63|. Reported procedure: As in Example C, 73.3 g (0.539 mole) pentaerythritol, 145.5 g (0.539 mole) technical stearic acid, and 183.2 g (0.539 mole) technical behenic acid were reacted in a first step, and 67.4 g (0.46 mole) adipic acid was reacted in a second step, using 0.25 g tin powder as catalyst in each step. The pentaerythritol adipate stearate behenate obtained (7:6:7:7) (material D; 410 g) was a pale yellowish, slightly brittle, wax-like mass (dropping point 60.8° C.; acid number 1.3; saponification number 257.... Starting materials: CS(=O)(=O)Cl, N#Cc1ccc(N)cc1. Product: CS(=O)(=O)Nc1ccc(C#N)cc1. As a reaction SMILES: [CH3:10][S:11]([Cl:12])(=[O:13])=[O:14].[NH2:1][c:2]1[cH:3][cH:4][c:5]([C:6]#[N:7])[cH:8][cH:9]1>>[NH:1]([c:2]1[cH:3][cH:4][c:5]([C:6]#[N:7])[cH:8][cH:9]1)[S:11]([CH3:10])(=[O:13])=[O:14]. Yields the product CC1=NC(=NC(=C1)C)CCC(=O)OC (methyl 3-(4,6-dimethylpyrimidin-2-yl)propanoate). Procedure details: A suspension of Zn—Cu couple (3.45 g) in toluene/N,N-dimethylacetamide (14:1, 30 mL) was degassed by bubbling N2 through the suspension for 15 min. Then methyl 3-iodopropanoate (1.96 g, 9.14 mmol) was added to the suspension, and the resulting mixture was heated at 110° C. for 6 h. The reaction mixture was allowed to cool to 70° C., and 2-chloro-4,6-dimethylpyrimidine (961 mg, 6.77 mmol) and tetrakis(triphenylphosphine) palladium (235 mg, 0.203 mmol) were added. The reaction mixture was maintain... Yield: 9.1%. Reactants: ICCC(=O)OC (methyl 3-iodopropanoate), Zn Cu, ClC1=NC(=CC(=N1)C)C (2-chloro-4,6-dimethylpyrimidine). Reagents/catalysts: [Pd].C1(=CC=CC=C1)P(C1=CC=CC=C1)C1=CC=CC=C1.C1(=CC=CC=C1)P(C1=CC=CC=C1)C1=CC=CC=C1.C1(=CC=CC=C1)P(C1=CC=CC=C1)C1=CC=CC=C1.C1(=CC=CC=C1)P(C1=CC=CC=C1)C1=CC=CC=C1 (tetrakis(triphenylphosphine) palladium). Solvent: C1(=CC=CC=C1)C.CN(C(C)=O)C (toluene N,N-dimethylacetamide). Reaction conditions: temperature 110 celsius. RXN SMILES: I[CH2:2][CH2:3][C:4]([O:6][CH3:7])=[O:5].Cl[C:9]1[N:14]=[C:13]([CH3:15])[CH:12]=[C:11]([CH3:16])[N:10]=1>C1(C)C=CC=CC=1.CN(C)C(=O)C.[Pd].C1(P(C2C=CC=CC=2)C2C=CC=CC=2)C=CC=CC=1.C1(P(C2C=CC=CC=2)C2C=CC=CC=2)C=CC=CC=1.C1(P(C2C=CC=CC=2)C2C=CC=CC=2)C=CC=CC=1.C1(P(C2C=CC=CC=2)C2C=CC=CC=2)C=CC=CC=1>[CH3:16][C:11]1[CH:12]=[C:13]([CH3:15])[N:14]=[C:9]([CH2:2][CH2:3][C:4]([O:6][CH3:7])=[O:5])[N:10]=1 |f:2.3,4.5.6.7.8|.